This data is from the Open Reaction Database (ORD), a public repository of structured organic reaction records. The task is: describe an organic reaction: reactants, conditions, products, and yield Reactants: ClC=1C=C(N)C=C(C1)Cl (3,5-Dichloroaniline), C(=O)NC(C(=O)OCC)C(=O)[O-] (mono-ethyl formamidomalonate), C1(CCCCC1)N=C=NC1CCCCC1 (1,3-dicyclohexylcarbodiimide). The product is ClC=1C=C(C=C(C1)Cl)NC(C(C(=O)OCC)NC=O)=O (ethyl 3-[(3,5-dichlorophenyl)amino]-2-formamido-3-oxopropanoate). As a reaction SMILES: [Cl:1][C:2]1[CH:3]=[C:4]([CH:6]=[C:7]([Cl:9])[CH:8]=1)[NH2:5].[CH:10]([NH:12][CH:13]([C:19]([O-])=[O:20])[C:14]([O:16][CH2:17][CH3:18])=[O:15])=[O:11].C1(N=C=NC2CCCCC2)CCCCC1>>[Cl:1][C:2]1[CH:3]=[C:4]([NH:5][C:19](=[O:20])[CH:13]([NH:12][CH:10]=[O:11])[C:14]([O:16][CH2:17][CH3:18])=[O:15])[CH:6]=[C:7]([Cl:9])[CH:8]=1. Procedure details: 3,5-Dichloroaniline, mono-ethyl formamidomalonate and 1,3-dicyclohexylcarbodiimide were reacted in a manner similer to that described in Example XCI Part B to give ethyl 3-[(3,5-dichlorophenyl)amino]-2-formamido-3-oxopropanoate having a melting point of 147.0° C.-148.0° C. Elemental analysis of the product indicated the following: Starting materials: C(CCCCCCCC)C1=CC=C(CN2CC(CC2)(O)P(OCC)(OCC)=O)C=C1 ((R/S)-1-(4-nonylbenzyl)-3-hydroxypyrrolidin-3-ylphosphonic acid, diethyl ester), I[Si](C)(C)C (iodotrimethylsilane). Solvent: C(Cl)(Cl)Cl (chloroform). Reaction conditions: time 1 hour. Product: C(CCCCCCCC)C1=CC=C(CN2CC(CC2)(O)P(O)(O)=O)C=C1 ((R/S)-1-(4-Nonylbenzyl)-3-hydroxypyrrolidin-3-ylphosphonic acid). The yield is 16.0%. As a reaction SMILES: [CH2:1]([C:10]1[CH:30]=[CH:29][C:13]([CH2:14][N:15]2[CH2:19][CH2:18][C:17]([P:21](=[O:28])([O:25]CC)[O:22]CC)([OH:20])[CH2:16]2)=[CH:12][CH:11]=1)[CH2:2][CH2:3][CH2:4][CH2:5][CH2:6][CH2:7][CH2:8][CH3:9].I[Si](C)(C)C>C(Cl)(Cl)Cl>[CH2:1]([C:10]1[CH:30]=[CH:29][C:13]([CH2:14][N:15]2[CH2:19][CH2:18][C:17]([P:21](=[O:22])([OH:25])[OH:28])([OH:20])[CH2:16]2)=[CH:12][CH:11]=1)[CH2:2][CH2:3][CH2:4][CH2:5][CH2:6][CH2:7][CH2:8][CH3:9]. Procedure details: A solution of 33 mg (0.075 mmol) of (R/S)-1-(4-nonylbenzyl)-3-hydroxypyrrolidin-3-ylphosphonic acid, diethyl ester (from Step E) in 1 mL of chloroform was treated with 0.053 mL (0.37 mmol) of iodotrimethylsilane. The reaction was allowed to stir at rt for 1 h. The reaction was quenched with MeOH and concentrated several times from MeOH. The residue was purified using LC-2 to afford 4.6 mg (16%) of the title compound: ESI-MS 385 (M+H); LC-1: 3.01 min. Procedure details: A mixture of 10 grams of 4'-fluoro-2'-methoxy-4-nitrobiphenyl in 250 ml. of ethanol is reduced by hydrogen at atmospheric pressure and at room temperature using 5% palladium-on-charcoal (0.5 gram) catalyst. After the required uptake of hydrogen, the mixture is filtered and the catalyst washed with fresh ethanol. The ethanol solution is then concentrated in vacuo, and the residue recrystallized from aqueous ethanol to yield 4-(4'-fluoro-2'-methoxyphenyl)-aniline. The reactants are FC1=CC(=C(C=C1)C1=CC=C(C=C1)[N+](=O)[O-])OC (4'-fluoro-2'-methoxy-4-nitrobiphenyl), [H][H] (hydrogen). RXN SMILES: [F:1][C:2]1[CH:7]=[CH:6][C:5]([C:8]2[CH:13]=[CH:12][C:11]([N+:14]([O-])=O)=[CH:10][CH:9]=2)=[C:4]([O:17][CH3:18])[CH:3]=1.[H][H]>[Pd].C(O)C>[F:1][C:2]1[CH:7]=[CH:6][C:5]([C:8]2[CH:13]=[CH:12][C:11]([NH2:14])=[CH:10][CH:9]=2)=[C:4]([O:17][CH3:18])[CH:3]=1. The reagents and catalysts are [Pd] (palladium-on-charcoal). Product: FC1=CC(=C(C=C1)C1=CC=C(N)C=C1)OC (4-(4'-fluoro-2'-methoxyphenyl)-aniline). The solvent is C(C)O (ethanol). Starting materials: CC(C)(C=1C=CC(=CC1)O)C=2C=CC(=CC2)O (BPA), CCCCOP(=O)(OCCCC)OCCCC (TBPA), CCCCOP(=O)(OCCCC)OCCCC (TBPA), 56, polycarbonate, CC(C)(C=1C=CC(=CC1)O)C=2C=CC(=CC2)O (BPA), CCCCOP(=O)(OCCCC)OCCCC (TBPA), [OH-].[Na+] (sodium hydroxide), [OH-].[Na+] (sodium hydroxide). Solvent: C(C=1C(O)=CC=CC1)(=O)OC (methyl salicylate). The product is CC(C)(C1=CC=C(C=C1)O)C2=CC=C(C=C2)O.C(=O)(O)O (bisphenol A polycarbonate). RXN SMILES: CCCCOP([O:13][CH2:14]CCC)(OCCCC)=O.[OH-:18].[Na+].[CH3:20][C:21]([C:30]1[CH:31]=[CH:32][C:33]([OH:36])=[CH:34][CH:35]=1)([C:23]1[CH:24]=[CH:25][C:26]([OH:29])=[CH:27][CH:28]=1)[CH3:22]>C(OC)(=O)C1C(=CC=CC=1)O>[CH3:22][C:21]([C:23]1[CH:28]=[CH:27][C:26]([OH:29])=[CH:25][CH:24]=1)([C:30]1[CH:35]=[CH:34][C:33]([OH:36])=[CH:32][CH:31]=1)[CH3:20].[C:14]([OH:13])([OH:29])=[O:18] |f:1.2,5.6|. Reported procedure: Solutions of oligomeric bisphenol A polycarbonate in methyl salicylate were prepared as in Examples 1-5 at an equilibration temperature of about 160° C. using as a catalyst either TBPA alone (as in Examples 1-5) or a combination of TBPA with sodium hydroxide. The amount of catalyst employed was 2.5×10−4 moles TBPA per mole BPA and (when present) 2×106 moles sodium hydroxide per mole BPA. Following the equilibration reaction, the solution was transferred by means of nitrogen pressure (about 80 ps... Starting materials: ClC1=CC=C(OC2=CC=C(C=C2)N2C(NC[C@@H]2C2=CC(=CC=C2)C(F)(F)F)=NC#N)C=C1 ((S)—N-(1-(4-(4-chlorophenoxy)phenyl)-5-(3-(trifluoromethyl)phenyl)imidazolidin-2-ylidene)cyanamide), BrC#N (BrCN), C(=O)([O-])[O-].[K+].[K+] (K2CO3). The solvent is O1CCOCC1 (1,4-dioxane). Run at temperature 100 celsius. Product: ClC1=CC=C(OC2=CC=C(C=C2)N2C(N(C[C@@H]2C2=CC(=CC=C2)C(F)(F)F)C#N)=NC#N)C=C1 ((S)—N-(3-(4-(4-chlorophenoxy)phenyl)-1-cyano-4-(3-(trifluoromethyl)phenyl)imidazo-lidin-2-ylidene)cyanamide). RXN SMILES: [Cl:1][C:2]1[CH:32]=[CH:31][C:5]([O:6][C:7]2[CH:12]=[CH:11][C:10]([N:13]3[C@@H:17]([C:18]4[CH:23]=[CH:22][CH:21]=[C:20]([C:24]([F:27])([F:26])[F:25])[CH:19]=4)[CH2:16][NH:15][C:14]3=[N:28][C:29]#[N:30])=[CH:9][CH:8]=2)=[CH:4][CH:3]=1.Br[C:34]#[N:35].C([O-])([O-])=O.[K+].[K+]>O1CCOCC1>[Cl:1][C:2]1[CH:3]=[CH:4][C:5]([O:6][C:7]2[CH:8]=[CH:9][C:10]([N:13]3[C@@H:17]([C:18]4[CH:23]=[CH:22][CH:21]=[C:20]([C:24]([F:26])([F:25])[F:27])[CH:19]=4)[CH2:16][N:15]([C:34]#[N:35])[C:14]3=[N:28][C:29]#[N:30])=[CH:11][CH:12]=2)=[CH:31][CH:32]=1 |f:2.3.4|. Procedure: To a solution of (S)—N-(1-(4-(4-chlorophenoxy)phenyl)-5-(3-(trifluoromethyl)-phenyl)imidazolidin-2-ylidene)cyanamide [prepared from Example 203] (15.0 mg, 0.033 mmol) in 1,4-dioxane (0.5 mL) is treated with excess BrCN and K2CO3. The reaction mixture is heated at 100° C. for 2 h, cooled, then quenched with H2O (5 mL) and extracted with EtOAc (3×3 mL). The combined organics are evaporated en vacuo and purified by preparatory LC/MS followed by preparatory TLC to provide the title compound; HPLC-MS... Reactants: CS(C)=O, NC(CO)CCN1CC(Oc2ccc(Cl)cc2)C1, Cn1nc(C2CC2)cc1NC(=O)Oc1ccccc1. Product: Cn1nc(C2CC2)cc1NC(=O)NC(CO)CCN1CC(Oc2ccc(Cl)cc2)C1. As a reaction SMILES: [CH3:38][S:39]([CH3:40])=[O:41].[NH2:1][CH:2]([CH2:3][OH:4])[CH2:5][CH2:6][N:7]1[CH2:8][CH:9]([O:11][c:12]2[cH:13][cH:14][c:15]([Cl:18])[cH:16][cH:17]2)[CH2:10]1.[c:19]1([O:25][C:26](=[O:20])[NH:27][c:28]2[n:29]([CH3:36])[n:30][c:31]([CH:33]3[CH2:34][CH2:35]3)[cH:32]2)[cH:21][cH:22][cH:23][cH:24][cH:37]1>>[NH:1]([CH:2]([CH2:3][OH:4])[CH2:5][CH2:6][N:7]1[CH2:8][CH:9]([O:11][c:12]2[cH:13][cH:14][c:15]([Cl:18])[cH:16][cH:17]2)[CH2:10]1)[C:26](=[O:25])[NH:27][c:28]1[n:29]([CH3:36])[n:30][c:31]([CH:33]2[CH2:34][CH2:35]2)[cH:32]1. Procedure: Crude benzyl 7-oxo-1-azabicyclo[3,2,0]hept-2-ene-2-carboxylate prepared from an ethyl acetate solution of 4-allyl-1-(1-benzyloxycarbonyl-1-triphenylphosphoranylidenemethyl)azetidin-2-one (1.00 g) by ozonolysis and cyclisation was dissolved in dry dimethylformamide (5 ml) treated successively with thiophenol (0.20 ml) and potassium carbonate (0.133 q) with stirring. After a period of 1 hour the solution was concentrated under reduced pressure and the residue treated with ethyl acetate. It was the... As a reaction SMILES: [O:1]=[C:2]1[N:8]2[CH:4]([CH2:5][CH:6]=[C:7]2[C:9]([O:11][CH2:12][C:13]2[CH:18]=[CH:17][CH:16]=[CH:15][CH:14]=2)=[O:10])[CH2:3]1.C(C1N(C(C(OCC2C=CC=CC=2)=O)=P(C2C=CC=CC=2)(C2C=CC=CC=2)C2C=CC=CC=2)C(=O)C1)C=C.[C:57]1([SH:63])[CH:62]=[CH:61][CH:60]=[CH:59][CH:58]=1.C(=O)([O-])[O-].[K+].[K+]>CN(C)C=O.C(OCC)(=O)C>[O:1]=[C:2]1[N:8]2[CH:4]([CH2:5][CH:6]([S:63][C:57]3[CH:62]=[CH:61][CH:60]=[CH:59][CH:58]=3)[CH:7]2[C:9]([O:11][CH2:12][C:13]2[CH:14]=[CH:15][CH:16]=[CH:17][CH:18]=2)=[O:10])[CH2:3]1 |f:3.4.5|. Reactants: O=C1CC2CC=C(N12)C(=O)OCC1=CC=CC=C1 (benzyl 7-oxo-1-azabicyclo[3,2,0]hept-2-ene-2-carboxylate), C(C=C)C1CC(N1C(=P(C1=CC=CC=C1)(C1=CC=CC=C1)C1=CC=CC=C1)C(=O)OCC1=CC=CC=C1)=O (4-allyl-1-(1-benzyloxycarbonyl-1-triphenylphosphoranylidenemethyl)azetidin-2-one), C1(=CC=CC=C1)S (thiophenol), C([O-])([O-])=O.[K+].[K+] (potassium carbonate). Run in CN(C=O)C (dimethylformamide), C(C)(=O)OCC (ethyl acetate). The product is O=C1CC2CC(C(N12)C(=O)OCC1=CC=CC=C1)SC1=CC=CC=C1 (Benzyl 7-oxo-3-phenylthio-1-azabicyclo[3,2,0]heptane-2-carboxylate). Reactants: Brc1ccc(Br)cc1, C1CCOC1, [Li]CCCC, CCC(=O)C(F)(F)F. The product is CCC(O)(c1ccc(Br)cc1)C(F)(F)F. Reaction SMILES: [Br:1][c:2]1[cH:3][cH:4][c:5]([Br:6])[cH:7][cH:8]1.[CH2:22]1[O:23][CH2:24][CH2:25][CH2:26]1.[CH3:9][CH2:10][CH2:11][CH2:12][Li:13].[F:14][C:15]([C:16]([CH2:17][CH3:18])=[O:19])([F:20])[F:21]>>[c:2]1([C:16]([C:15]([F:14])([F:20])[F:21])([CH2:17][CH3:18])[OH:19])[cH:3][cH:4][c:5]([Br:6])[cH:7][cH:8]1. Reactants: [H-].[Na+] (Sodium hydride), Cl (HCl), C(C)OCCl (chloromethyl ethyl ether), C(C(C)C)C=1C=C(C=CC1C(C(F)(F)F)(C(F)(F)F)OC)NC(=O)C1=NC=CN=C1C (N-{3-isobutyl-4-[1-methoxy-2,2,2-trifluoro-1-(trifluoromethyl)ethyl]pheny}-3-methylpyrazine-2-carboxamide). Run in C1CCOC1 (THF), C1CCOC1 (THF), C1CCOC1 (THF). Reaction conditions: time 30 minute. The product is C(C)OCN(C(=O)C1=NC=CN=C1C)C1=CC(=C(C=C1)C(C(F)(F)F)(C(F)(F)F)OC)CC(C)C (N-ethoxymethyl-N-{3-isobutyl-4-[1-methoxy-2,2,2-trifluoro-1-(trifluoromethyl)ethyl]pheny}-3-methylpyrazine-2-carboxamide). Isolated yield 70.6%. As a reaction SMILES: [H-].[Na+].[CH2:3]([C:7]1[CH:8]=[C:9]([NH:24][C:25]([C:27]2[C:32]([CH3:33])=[N:31][CH:30]=[CH:29][N:28]=2)=[O:26])[CH:10]=[CH:11][C:12]=1[C:13]([O:22][CH3:23])([C:18]([F:21])([F:20])[F:19])[C:14]([F:17])([F:16])[F:15])[CH:4]([CH3:6])[CH3:5].[CH2:34]([O:36][CH2:37]Cl)[CH3:35].Cl>C1COCC1>[CH2:34]([O:36][CH2:37][N:24]([C:9]1[CH:10]=[CH:11][C:12]([C:13]([O:22][CH3:23])([C:18]([F:20])([F:21])[F:19])[C:14]([F:17])([F:16])[F:15])=[C:7]([CH2:3][CH:4]([CH3:6])[CH3:5])[CH:8]=1)[C:25]([C:27]1[C:32]([CH3:33])=[N:31][CH:30]=[CH:29][N:28]=1)=[O:26])[CH3:35] |f:0.1|. Procedure details: Sodium hydride (32 mg, 60% by weight, 0.8 mmol) was suspended in THF (10 ml) and a THF (5 ml) solution of N-{3-isobutyl-4-[1-methoxy-2,2,2-trifluoro-1-(trifluoromethyl)ethyl]pheny}-3-methylpyrazine-2-carboxamide (300 mg, 0.67 mmol) was added dropwise thereto. The reaction solution was stirred at room temperature for 30 minutes, and was added with a THF (2 ml) solution of chloromethyl ethyl ether (76 mg, 0.8 mmol) and stirred for 5 hours. The reaction solution was poured into a diluted HCl soluti...